The task is: describe an organic reaction: reactants, conditions, products, and yield. This data is from the Open Reaction Database (ORD), a public repository of structured organic reaction records. Starting materials: O=C([O-])[O-], CC#N, ClCc1ccc(Cl)nc1, Cl, [K+], [K+], C1CNC1. Product: Clc1ccc(CN2CCC2)cn1. RXN SMILES: [C:15](=[O:16])([O-:17])[O-:18].[CH3:21][C:22]#[N:23].[Cl:1][c:2]1[n:3][cH:4][c:5]([CH2:8][Cl:9])[cH:6][cH:7]1.[ClH:10].[K+:19].[K+:20].[NH:11]1[CH2:12][CH2:13][CH2:14]1>>[Cl:1][c:2]1[n:3][cH:4][c:5]([CH2:8][N:11]2[CH2:12][CH2:13][CH2:14]2)[cH:6][cH:7]1. Reactants: [BH3-]C#N, CCS(=O)(=O)N1CCC(c2c[nH]c3c(C(N)=O)cc(-c4ccc5c(c4)CNC5)cc23)CC1, CC(C)=O, CO, [Cl-], [Cl-], [Na+], [Zn+2]. Yields the product CCS(=O)(=O)N1CCC(c2c[nH]c3c(C(N)=O)cc(-c4ccc5c(c4)CN(C(C)C)C5)cc23)CC1. As a reaction SMILES: [C:37]([BH3-:38])#[N:39].[CH2:1]1[NH:2][CH2:3][c:4]2[cH:5][c:6](-[c:10]3[cH:11][c:12]4[c:13]([CH:22]5[CH2:23][CH2:24][N:25]([S:28](=[O:29])(=[O:30])[CH2:31][CH3:32])[CH2:26][CH2:27]5)[cH:14][nH:15][c:16]4[c:17]([C:19](=[O:20])[NH2:21])[cH:18]3)[cH:7][cH:8][c:9]21.[CH3:33][C:34]([CH3:35])=[O:36].[CH3:41][OH:42].[Cl-:43].[Cl-:45].[Na+:40].[Zn+2:44]>>[CH2:1]1[N:2]([CH:34]([CH3:33])[CH3:35])[CH2:3][c:4]2[cH:5][c:6](-[c:10]3[cH:11][c:12]4[c:13]([CH:22]5[CH2:23][CH2:24][N:25]([S:28](=[O:29])(=[O:30])[CH2:31][CH3:32])[CH2:26][CH2:27]5)[cH:14][nH:15][c:16]4[c:17]([C:19](=[O:20])[NH2:21])[cH:18]3)[cH:7][cH:8][c:9]21. Starting materials: [Si](C)(C)(C(C)(C)C)OC1=C2C(OCC2=C(C(=C1CC(C(=CCC(C(C(C)(C)C)(O[SiH3])C)C)C)O)OC)C)=O (7-(4-tert-butyldimethylsilyloxy-1,3-dihydro-6-methoxy-7-methyl-3-oxoisobenzofuran-5-yl)-1-tert-butyldimethyl-silyloxy-6-hydroxy-5-methylhept-4-ene), C(C(C)(C)C)(=O)O (pivalic acid). The solvent is C(C)(OCC)(OCC)OCC (triethyl orthoacetate), CCOCC (ether). Reaction conditions: time 2 hour. The product is [Si](C)(C)(C(C)(C)C)OC1=C2C(OCC2=C(C(=C1C/C=C(/C(CC(=O)OCC)CCCO[Si](C)(C)C(C)(C)C)\C)OC)C)=O (ethyl (E) 6-(4-tert-butyldimethylsilyloxy-1,3-dihydro-6-methoxy-7-methyl-3-oxoisobenzofuran-5-yl)-3-(3-tert-butyldimethylsilyloxypropyl)-4-methylhex-4-enoate). Yield: 276.5%. Reaction SMILES: [Si:1]([O:8][C:9]1[C:17]([CH2:18][CH:19](O)[C:20]([CH3:33])=[CH:21][CH2:22]C(C)C(C)(O[SiH3])C(C)(C)C)=[C:16]([O:35][CH3:36])[C:15]([CH3:37])=[C:14]2[C:10]=1[C:11](=[O:38])[O:12][CH2:13]2)(C(C)(C)C)([CH3:3])[CH3:2].C(O)(=O)[C:40]([CH3:43])([CH3:42])[CH3:41]>C(OCC)(OCC)(OCC)C.CCOCC>[Si:1]([O:8][C:9]1[C:17]([CH2:18]/[CH:19]=[C:20](\[CH3:33])/[CH:21]([CH2:22][CH2:17][CH2:9][O:8][Si:1]([C:40]([CH3:41])([CH3:42])[CH3:43])([CH3:3])[CH3:2])[CH2:10][C:11]([O:12][CH2:13][CH3:14])=[O:38])=[C:16]([O:35][CH3:36])[C:15]([CH3:37])=[C:14]2[C:10]=1[C:11](=[O:38])[O:12][CH2:13]2)([C:20]([CH3:21])([CH3:33])[CH3:19])([CH3:3])[CH3:2]. Procedure details: 7-(4-tert-butyldimethylsilyloxy-1,3-dihydro-6-methoxy-7-methyl-3-oxoisobenzofuran-5-yl)-1-tert-butyldimethyl-silyloxy-6-hydroxy-5-methylhept-4-ene (4.74 g) was dissolved in triethyl orthoacetate (76 ml) and pivalic acid (171mg) was added. The solution was placed in an oil bath preheated to 130° C., and stirred for 21/2 hrs. ter cooling, the reaction was diluted with ether, washed with 1N NaHSO4 (3X), saturated sodium bicarbonate, brine, and dried. The solvent was evaporated and the resulting oil... Reactants: CC1=NC(=NC2=C1CCC2)N (6,7-dihydro-4-methyl-5H-cyclopentapyrimidin-2-amine), [N+](=O)([O-])C1=C(C=CC=C1)S(=O)(=O)N=C=O (2-nitrobenzenesulfonylisocyanate). Solvent: C(Cl)Cl (methylene chloride), C(Cl)Cl (methylene chloride). Product: CC1=NC(=NC2=C1CCC2)NC(=O)NS(=O)(=O)C2=C(C=CC=C2)[N+](=O)[O-] (N-[(6,7-dihydro-4-methyl-5H-cyclopentapyrimidin-2-yl)aminocarbonyl]-2-nitrobenzene-sulfonamide). Yield: 60.9%. RXN SMILES: [CH3:1][C:2]1[C:7]2[CH2:8][CH2:9][CH2:10][C:6]=2[N:5]=[C:4]([NH2:11])[N:3]=1.[N+:12]([C:15]1[CH:20]=[CH:19][CH:18]=[CH:17][C:16]=1[S:21]([N:24]=[C:25]=[O:26])(=[O:23])=[O:22])([O-:14])=[O:13]>C(Cl)Cl>[CH3:1][C:2]1[C:7]2[CH2:8][CH2:9][CH2:10][C:6]=2[N:5]=[C:4]([NH:11][C:25]([NH:24][S:21]([C:16]2[CH:17]=[CH:18][CH:19]=[CH:20][C:15]=2[N+:12]([O-:14])=[O:13])(=[O:22])=[O:23])=[O:26])[N:3]=1. Reported procedure: To a dry, stirred solution of 10 g of 6,7-dihydro-4-methyl-5H-cyclopentapyrimidin-2-amine in 800 ml of methylene chloride at ambient temperature and pressure was added 14.9 g of 2-nitrobenzenesulfonylisocyanate. The resulting mixture was stirred at reflux temperature (42°) for 2 hours after which the methylene chloride was removed under reduced pressure. The resulting solid was triturated with methanol or 1-chlorobutane and filtered to yield 15 g of N-[(6,7-dihydro-4-methyl-5H-cyclopentapyrimidi... The reactants are C(C)NC(=O)C1CC=2C(=NC=CC2)N1C(=O)OC(C)(C)C (tert-butyl 2-(ethylcarbamoyl)-2,3-dihydro-1H-pyrrolo[2,3-b]pyridine-1-carboxylate), C(=O)(C(F)(F)F)O (TFA). Solvent: C(Cl)Cl (DCM). Reaction conditions: time 6 hour. The product is C(C)NC(=O)C1CC=2C(=NC=CC2)N1 (2,3-dihydro-1H-pyrrolo[2,3-b]pyridine-2-carboxylic acid ethylamide). Yield: 79.6%. Reaction SMILES: [CH2:1]([NH:3][C:4]([CH:6]1[N:14](C(OC(C)(C)C)=O)[C:9]2=[N:10][CH:11]=[CH:12][CH:13]=[C:8]2[CH2:7]1)=[O:5])[CH3:2].C(O)(C(F)(F)F)=O>C(Cl)Cl>[CH2:1]([NH:3][C:4]([CH:6]1[NH:14][C:9]2=[N:10][CH:11]=[CH:12][CH:13]=[C:8]2[CH2:7]1)=[O:5])[CH3:2]. Procedure: In a 100 mL round-bottomed flask, tert-butyl 2-(ethylcarbamoyl)-2,3-dihydro-1H-pyrrolo[2,3-b]pyridine-1-carboxylate (402 mg, 1.38 mmol, Eq: 1.00) was combined with DCM (8 mL) to give a colorless solution. TFA (2 mL, 26.0 mmol, Eq: 18.8) was added and the reaction was stirred at rt for 6 h. The reaction mixture was concentrated in vacuo, saturated aqueous NaHCO3 (30 mL) was added and the resulting mixture was extracted with DCM (20 mL×3). The organic layers were dried over Na2SO4 and concentrated...